describe an organic reaction: reactants, conditions, products, and yield From a dataset of the Open Reaction Database (ORD), a public repository of structured organic reaction records. Procedure details: Under argon atmosphere, a solution of n-butyl lithium in hexane (1.64N, 26 ml, 0.043 mol) was dropwise added with stirring into a solution of anhydrous diisopropylamine (4.3 g, 0.043 mol) in anhydrous THF (35 ml) at -20° C. and the reaction mixture was stirred for 30 min. at -20° C. To the mixture was added dropwise a solution of ethyl 2-methyl-4-hexynoate (5.4 g, 0.035 mol) in anhydrous THF (15 ml) at -20° C. To the mixture was added anhydrous HMPA (2.25 ml, 0.013 mol). The reaction mixture was... Reaction conditions: temperature -20 celsius, time 30 minute. Yield: 62.0%. Solvent: C1CCOC1 (THF), C1CCOC1 (THF), C1CCOC1 (THF). Reaction SMILES: [CH2:1]([Li])CCC.CCCCCC.C(NC(C)C)(C)C.[CH3:19][CH:20]([CH2:26][C:27]#[C:28][CH3:29])[C:21]([O:23][CH2:24][CH3:25])=[O:22].CN(P(N(C)C)(N(C)C)=O)C.CI.C(O)(=O)C>C1COCC1>[CH3:19][C:20]([CH3:1])([CH2:26][C:27]#[C:28][CH3:29])[C:21]([O:23][CH2:24][CH3:25])=[O:22]. Reactants: CI (methyl iodide), CN(C)P(=O)(N(C)C)N(C)C (HMPA), C(CCC)[Li] (n-butyl lithium), CCCCCC (hexane), C(C)(C)NC(C)C (diisopropylamine), C(C)(=O)O (acetic acid), CC(C(=O)OCC)CC#CC (ethyl 2-methyl-4-hexynoate). Product: CC(C(=O)OCC)(CC#CC)C (ethyl 2,2-dimethyl-4-hexynoate). Starting materials: CCC(O)(CC)c1cccc(NC(C)=O)c1CO, C1CCOC1. Yields the product CCC1(CC)OC(=O)c2c(NC(C)=O)cccc21. As a reaction SMILES: [CH2:1]([CH3:2])[C:3]([c:4]1[c:5]([CH2:14][OH:15])[c:6]([NH:10][C:11](=[O:12])[CH3:13])[cH:7][cH:8][cH:9]1)([CH2:16][CH3:17])[OH:18].[O:19]1[CH2:20][CH2:21][CH2:22][CH2:23]1>>[CH2:1]([CH3:2])[C:3]1([CH2:16][CH3:17])[c:4]2[c:5]([c:6]([NH:10][C:11](=[O:12])[CH3:13])[cH:7][cH:8][cH:9]2)[C:14](=[O:15])[O:18]1. The product is BrC=1C=NC(=NC1)N(C)[C@@H]1CC[C@H](CC1)C#CCN(C)C (trans-(5-Bromo-pyrimidin-2-yl)-[4-(3-dimethylamino-prop-1-ynyl)-cyclohexyl]-methyl-amine). Conditions: time 20 hour. Reactants: BrC=1C=NC(=NC1)N([C@@H]1CC[C@H](CC1)C#CCOS(=O)(=O)C)C (trans-Methanesulfonic acid 3-{4-[(5-bromo-pyrimidin-2-yl)-methyl-amino]-cyclohexyl}-prop-2-ynyl ester), CNC (Dimethylamine). Procedure details: A solution of 125 mg (corresponding to 0.30 mmol) of crude trans-Methanesulfonic acid 3-{4-[(5-bromo-pyrimidin-2-yl)-methyl-amino]-cyclohexyl}-prop-2-ynyl ester in 3 ml of methanol was cooled (0° C.), treated with 0.54 ml (3 mmol) of Dimethylamine (33% in EtOH 5.6M) and stirred for 20 h at RT. The solvent was evaporated and the residue extracted with aqueous saturated NaHCO3/Et2O (3×). The organic phase was dried with Na2SO4, filtered and evaporated. Purification by flash column chromatography o... The yield is 61.7%. Reaction SMILES: [Br:1][C:2]1[CH:3]=[N:4][C:5]([N:8]([CH3:23])[C@H:9]2[CH2:14][CH2:13][C@H:12]([C:15]#[C:16][CH2:17]OS(C)(=O)=O)[CH2:11][CH2:10]2)=[N:6][CH:7]=1.[CH3:24][NH:25][CH3:26]>CO>[Br:1][C:2]1[CH:3]=[N:4][C:5]([N:8]([C@H:9]2[CH2:14][CH2:13][C@H:12]([C:15]#[C:16][CH2:17][N:25]([CH3:26])[CH3:24])[CH2:11][CH2:10]2)[CH3:23])=[N:6][CH:7]=1. Solvent: CO (methanol). Reactants: [Br-].COC=1C=C(C=CC1[N+](=O)[O-])C(C[N+]1=CC=CC=C1)=O (1-[2-(3-methoxy-4-nitrophenyl)-2-oxoethyl]pyridinium bromide), C(C=C)(=O)OCC (ethyl acrylate). Yields the product COC=1C=C(C(=O)C2=CC(=C3C=CC=CN23)C(=O)OCC)C=CC1[N+](=O)[O-] (Ethyl [3-(3-methoxy-4-nitrobenzoyl)indolizin-1-yl]carboxylate). As a reaction SMILES: [Br-].[CH3:2][O:3][C:4]1[CH:5]=[C:6]([C:13](=[O:21])[CH2:14][N+:15]2[CH:20]=[CH:19][CH:18]=[CH:17][CH:16]=2)[CH:7]=[CH:8][C:9]=1[N+:10]([O-:12])=[O:11].[C:22]([O:26][CH2:27][CH3:28])(=[O:25])[CH:23]=[CH2:24]>>[CH3:2][O:3][C:4]1[CH:5]=[C:6]([CH:7]=[CH:8][C:9]=1[N+:10]([O-:12])=[O:11])[C:13]([C:14]1[N:15]2[C:16]([CH:17]=[CH:18][CH:19]=[CH:20]2)=[C:23]([C:22]([O:26][CH2:27][CH3:28])=[O:25])[CH:24]=1)=[O:21] |f:0.1|. Procedure: This compound is obtained according to the same method as the preceding example in Step B by 1,3-dipolar cycloaddition of 1-[2-(3-methoxy-4-nitrophenyl)-2-oxoethyl]pyridinium bromide (obtained in Step A of the preceding example) with ethyl acrylate. A yellow powder is obtained after purification by flash chromatography on a silica column, eluting with dichloromethane. The reactants are [F-].C(CCC)[N+](CCCC)(CCCC)CCCC (Tetrabutylammonium fluoride), FC1=CC=C(C=C1)C1=NC(=NC(=C1C#CP(=O)(C[C@H](CC(=O)OC)O[Si](C1=CC=CC=C1)(C1=CC=CC=C1)C(C)(C)C)OC)C(C)C)C1=CC=CC=C1 ((S)-4-[[[4-(4-fluorophenyl)-6-(1-methylethyl)-2-phenyl-5-pyrimidinyl]-ethynyl]-methoxyphosphinyl]-3-((t-butyl)diphenylsilyloxy)-butanoic acid, methyl ester), C(C)(=O)O (acetic acid). Run in C1CCOC1 (THF), CCOCC (ether), CCOC(=O)C (EtOAc). Conditions: time 20 hour. Yields the product FC1=CC=C(C=C1)C1=NC(=NC(=C1C#CP(=O)(C[C@H](CC(=O)OC)O)OC)C(C)C)C1=CC=CC=C1 ((S)-4-[[[4-(4-Fluorophenyl)-6-(1-methylethyl)-2-phenyl-5-pyrimidinyl]-ethynyl]-methoxyphosphinyl]-3-hydroxybutanoic acid, methyl ester). The yield is 64.0%. As a reaction SMILES: [F-].C([N+](CCCC)(CCCC)CCCC)CCC.[F:19][C:20]1[CH:25]=[CH:24][C:23]([C:26]2[C:31]([C:32]#[C:33][P:34]([O:61][CH3:62])([CH2:36][C@@H:37]([O:43][Si](C(C)(C)C)(C3C=CC=CC=3)C3C=CC=CC=3)[CH2:38][C:39]([O:41][CH3:42])=[O:40])=[O:35])=[C:30]([CH:63]([CH3:65])[CH3:64])[N:29]=[C:28]([C:66]3[CH:71]=[CH:70][CH:69]=[CH:68][CH:67]=3)[N:27]=2)=[CH:22][CH:21]=1.C(O)(=O)C>C1COCC1.CCOCC.CCOC(C)=O>[F:19][C:20]1[CH:21]=[CH:22][C:23]([C:26]2[C:31]([C:32]#[C:33][P:34]([O:61][CH3:62])([CH2:36][C@@H:37]([OH:43])[CH2:38][C:39]([O:41][CH3:42])=[O:40])=[O:35])=[C:30]([CH:63]([CH3:65])[CH3:64])[N:29]=[C:28]([C:66]3[CH:67]=[CH:68][CH:69]=[CH:70][CH:71]=3)[N:27]=2)=[CH:24][CH:25]=1 |f:0.1|. Procedure details: Tetrabutylammonium fluoride ((Bu)4NF) (1.0M in THF, 2.91 ml, 2.91 mmol) was added to a mixture of (S)-4-[[[4-(4-fluorophenyl)-6-(1-methylethyl)-2-phenyl-5-pyrimidinyl]-ethynyl]-methoxyphosphinyl]-3-((t-butyl)diphenylsilyloxy)-butanoic acid, methyl ester obtained in step (vi) above (0.709 gm, 0.97 mmol) and acetic acid (0.233 gm, 3.89 mmol) in THF (10 ml). The solution was allowed to stir for 20 hours at room temperature. The solution was diluted with ether and then washed with 5% KHSO4 (3x). The... Starting materials: FC=1C=C(C=CC1)C1=C(C=CC=C1)NC#N (3'-fluoro-2-biphenylylcyanamide), CN1CCNCC1 (N-methylpiperazine). Run in COCCOC (1,2-dimethoxyethane). Product: FC=1C=C(C=CC1)C1=C(C=CC=C1)NC(=N)N1CCN(CC1)C (N-(3'-fluoro-2-biphenylyl)-4-methylpiperazine-1-carboxamidine). As a reaction SMILES: [F:1][C:2]1[CH:3]=[C:4]([C:8]2[CH:13]=[CH:12][CH:11]=[CH:10][C:9]=2[NH:14][C:15]#[N:16])[CH:5]=[CH:6][CH:7]=1.[CH3:17][N:18]1[CH2:23][CH2:22][NH:21][CH2:20][CH2:19]1>COCCOC>[F:1][C:2]1[CH:3]=[C:4]([C:8]2[CH:13]=[CH:12][CH:11]=[CH:10][C:9]=2[NH:14][C:15]([N:21]2[CH2:22][CH2:23][N:18]([CH3:17])[CH2:19][CH2:20]2)=[NH:16])[CH:5]=[CH:6][CH:7]=1. Procedure: A mixture of 3'-fluoro-2-biphenylylcyanamide (4.1 g) and N-methylpiperazine (1.9 g) in 1,2-dimethoxyethane (30 ml) was heated at 90°-95° C. for 4 hours to yield N-(3'-fluoro-2-biphenylyl)-4-methylpiperazine-1-carboxamidine (m.p. 117°-118° C.) which was recrystallised from hexane.